This data is from the Open Reaction Database (ORD), a public repository of structured organic reaction records. The task is: describe an organic reaction: reactants, conditions, products, and yield Starting materials: C(#N)C=1C(=C(C=CC1F)C(CN1C(CN(CC1)C(=O)OC(C)(C)C)CCO)=O)C (tert-Butyl 4-(2-(3-cyano-4-fluoro-2-methylphenyl)-2-oxoethyl)-3-(2-hydroxyethyl)piperazine-1-carboxylate), [BH4-].[Na+] (NaBH4). Run in CCO (EtOH). Reaction conditions: time 3 hour. The product is C(#N)C=1C(=C(C=CC1F)C(CN1C(CN(CC1)C(=O)OC(C)(C)C)CCO)O)C (tert-butyl 4-(2-(3-cyano-4-fluoro-2-methylphenyl)-2-hydroxyethyl)-3-(2-hydroxyethyl)piperazine-1-carboxylate). Reaction SMILES: [C:1]([C:3]1[C:4]([CH3:29])=[C:5]([C:10](=[O:28])[CH2:11][N:12]2[CH2:17][CH2:16][N:15]([C:18]([O:20][C:21]([CH3:24])([CH3:23])[CH3:22])=[O:19])[CH2:14][CH:13]2[CH2:25][CH2:26][OH:27])[CH:6]=[CH:7][C:8]=1[F:9])#[N:2].[BH4-].[Na+]>CCO>[C:1]([C:3]1[C:4]([CH3:29])=[C:5]([CH:10]([OH:28])[CH2:11][N:12]2[CH2:17][CH2:16][N:15]([C:18]([O:20][C:21]([CH3:23])([CH3:24])[CH3:22])=[O:19])[CH2:14][CH:13]2[CH2:25][CH2:26][OH:27])[CH:6]=[CH:7][C:8]=1[F:9])#[N:2] |f:1.2|. Procedure: tert-Butyl 4-(2-(3-cyano-4-fluoro-2-methylphenyl)-2-oxoethyl)-3-(2-hydroxyethyl)piperazine-1-carboxylate (3.81 g, 9.40 mmol) and dissolved in EtOH (60 mL) then NaBH4 (1.42 g, 37.6 mmol) was added and the mixture was stirred for 3 h. The ethanol was evaporated and brine was added then extracted with ethyl acetate twice. The organic layer was dried over sodium sulfate, filtered and concentrated. The crude product was purified by MPLC chromatography using a 330 g ISCO Redi-sep column with 5% MeOH/D...